Dataset: the Open Reaction Database (ORD), a public repository of structured organic reaction records. Task: describe an organic reaction: reactants, conditions, products, and yield Reactants: [Br-], Oc1cccc(Br)c1, COCC(C)=O, COCOc1cccc([Mg+])c1, COCOC. Yields the product COCOc1cccc(Br)c1. RXN SMILES: [Br-:20].[Br:1][c:2]1[cH:3][c:4]([OH:8])[cH:5][cH:6][cH:7]1.[CH3:14][O:15][CH2:16][C:17](=[O:18])[CH3:19].[CH3:21][O:22][CH2:23][O:24][c:25]1[cH:26][c:27]([Mg+:28])[cH:29][cH:30][cH:31]1.[CH3:9][O:10][CH2:11][O:12][CH3:13]>>[Br:1][c:2]1[cH:3][c:4]([O:8][CH2:11][O:10][CH3:9])[cH:5][cH:6][cH:7]1.